From a dataset of the Open Reaction Database (ORD), a public repository of structured organic reaction records. describe an organic reaction: reactants, conditions, products, and yield Reactants: CC(C)C(=O)N(C1CCCCC1)C1CCN(NC(=O)C(Cc2ccc(Cl)cc2)NC(=O)C2CCCN2C(=O)OC(C)(C)C)C1, ClCCl, O=C(O)C(F)(F)F. The product is CC(C)C(=O)N(C1CCCCC1)C1CCN(NC(=O)C(Cc2ccc(Cl)cc2)NC(=O)C2CCCN2)C1. RXN SMILES: [C:1]([O:2][C:3]([CH3:4])([CH3:5])[CH3:6])(=[O:7])[N:8]1[CH:9]([C:13](=[O:14])[NH:15][CH:16]([C:17](=[O:18])[NH:19][N:20]2[CH2:21][CH:22]([N:25]([C:26]([CH:27]([CH3:28])[CH3:29])=[O:30])[CH:31]3[CH2:32][CH2:33][CH2:34][CH2:35][CH2:36]3)[CH2:23][CH2:24]2)[CH2:37][c:38]2[cH:39][cH:40][c:41]([Cl:44])[cH:42][cH:43]2)[CH2:10][CH2:11][CH2:12]1.[Cl:52][CH2:53][Cl:54].[F:45][C:46]([F:47])([F:48])[C:49]([OH:50])=[O:51]>>[NH:8]1[CH:9]([C:13](=[O:14])[NH:15][CH:16]([C:17](=[O:18])[NH:19][N:20]2[CH2:21][CH:22]([N:25]([C:26]([CH:27]([CH3:28])[CH3:29])=[O:30])[CH:31]3[CH2:32][CH2:33][CH2:34][CH2:35][CH2:36]3)[CH2:23][CH2:24]2)[CH2:37][c:38]2[cH:39][cH:40][c:41]([Cl:44])[cH:42][cH:43]2)[CH2:10][CH2:11][CH2:12]1. Reactants: C1CCOC1, CC(=O)Cl, ClCCl, NCC1CCC(c2nc(-c3cccc(C(F)(F)F)c3)c[nH]2)CC1. The product is CC(=O)NCC1CCC(c2nc(-c3cccc(C(F)(F)F)c3)c[nH]2)CC1. Reaction SMILES: [CH2:31]1[O:32][CH2:33][CH2:34][CH2:35]1.[CH3:24][C:25]([Cl:26])=[O:27].[Cl:28][CH2:29][Cl:30].[F:1][C:2]([c:3]1[cH:4][c:5](-[c:9]2[n:10][c:11]([CH:14]3[CH2:15][CH2:16][CH:17]([CH2:20][NH2:21])[CH2:18][CH2:19]3)[nH:12][cH:13]2)[cH:6][cH:7][cH:8]1)([F:22])[F:23]>>[F:1][C:2]([c:3]1[cH:4][c:5](-[c:9]2[n:10][c:11]([CH:14]3[CH2:15][CH2:16][CH:17]([CH2:20][NH:21][C:25]([CH3:24])=[O:27])[CH2:18][CH2:19]3)[nH:12][cH:13]2)[cH:6][cH:7][cH:8]1)([F:22])[F:23]. Reactants: S1C2=C(C=C1C(=O)O)C=CC=C2 (benzo[b]thiophene-2-carboxylic acid), NC=1C=CC(=C(C#N)C1)N1CCC(CC1)N1CCCCC1 (5-amino-2-(4-piperidinopiperidin-1-yl)benzonitrile). Yields the product C(#N)C=1C=C(C=CC1N1CCC(CC1)N1CCCCC1)NC(=O)C1=CC2=C(S1)C=CC=C2 (N-[3-cyano-4-(4-piperidinopiperidin-1-yl)phenyl]benzo[b]thiophene-2-carboxamide). Yield: 27.4%. RXN SMILES: [S:1]1[C:5]([C:6]([OH:8])=O)=[CH:4][C:3]2[CH:9]=[CH:10][CH:11]=[CH:12][C:2]1=2.[NH2:13][C:14]1[CH:15]=[CH:16][C:17]([N:22]2[CH2:27][CH2:26][CH:25]([N:28]3[CH2:33][CH2:32][CH2:31][CH2:30][CH2:29]3)[CH2:24][CH2:23]2)=[C:18]([CH:21]=1)[C:19]#[N:20]>>[C:19]([C:18]1[CH:21]=[C:14]([NH:13][C:6]([C:5]2[S:1][C:2]3[CH:12]=[CH:11][CH:10]=[CH:9][C:3]=3[CH:4]=2)=[O:8])[CH:15]=[CH:16][C:17]=1[N:22]1[CH2:23][CH2:24][CH:25]([N:28]2[CH2:33][CH2:32][CH2:31][CH2:30][CH2:29]2)[CH2:26][CH2:27]1)#[N:20]. Reported procedure: By the reaction and treatment in the same manner as in Example 6 using benzo[b]thiophene-2-carboxylic acid (1.0 g) and 5-amino-2-(4-piperidinopiperidin-1-yl)benzonitrile (1.4 g), the title compound (0.6 g) was obtained. melting point: 275° C.